Dataset: the Open Reaction Database (ORD), a public repository of structured organic reaction records. Task: describe an organic reaction: reactants, conditions, products, and yield Reactants: Cl.COC([C@H](N)CC1=CC=CC=C1)=O (D-Phenylalanine methyl ester hydrochloride). Reagents/catalysts: [Rh] (rhodium on carbon). Run in CO (methyl alcohol). Yields the product Cl.COC([C@@H](CC1CCCCC1)N)=O ((2R)-2-amino-3-cyclohexyl propanoic acid methyl ester hydrochloride). Yield: 97.0%. RXN SMILES: [ClH:1].[CH3:2][O:3][C:4](=[O:14])[C@@H:5]([CH2:7][C:8]1[CH:13]=[CH:12][CH:11]=[CH:10][CH:9]=1)[NH2:6]>CO.[Rh]>[ClH:1].[CH3:2][O:3][C:4](=[O:14])[C@H:5]([NH2:6])[CH2:7][CH:8]1[CH2:13][CH2:12][CH2:11][CH2:10][CH2:9]1 |f:0.1,4.5|. Reported procedure: Commercially available D-Phenylalanine methyl ester hydrochloride (12 g) was hydrogenated using 5% rhodium on carbon (1.2 g) in 250 mL of methyl alcohol to yield (2R)-2-amino-3-cyclohexyl propanoic acid methyl ester hydrochloride in 97% yield. This (5.0 g, 18.4 mmole) was coupled with Boc-L-Proline (3.97 g, 18.4 mmole) by using standard methods [(1-hydroxybenzotriazole monohydrate (HOBt) (2.74 g, 20 mmole), N-Methylmorpholine (NMM) (2.23 mL, 20 mmole) and 1-(3-dimethylaminopropyl-3-ethylcarbodii... Starting materials: nitrile, C(#N)C[C@@H]1C[C@@H](OC(O1)(C)C)CC(=O)OC(C)(C)C ((4R-cis)-1,1-dimethylethyl 6-cyanomethyl-2,2-dimethyl-1,3-dioxane-4-acetate), N (ammonia), [H][H] (hydrogen). Reagents/catalysts: O (water). The solvent is CO (methanol). Conditions: time 16 hour. Product: NCC[C@@H]1C[C@@H](OC(O1)(C)C)CC(=O)OC(C)(C)C ((4R-cis)-1,1-dimethylethyl 6-(2-aminoethyl)-2,2-dimethyl-1,3-dioxane-4-acetate). As a reaction SMILES: [C:1]([CH2:3][C@H:4]1[O:9][C:8]([CH3:11])([CH3:10])[O:7][C@@H:6]([CH2:12][C:13]([O:15][C:16]([CH3:19])([CH3:18])[CH3:17])=[O:14])[CH2:5]1)#[N:2].N.[H][H]>CO.O>[NH2:2][CH2:1][CH2:3][C@H:4]1[O:9][C:8]([CH3:11])([CH3:10])[O:7][C@@H:6]([CH2:12][C:13]([O:15][C:16]([CH3:19])([CH3:18])[CH3:17])=[O:14])[CH2:5]1. Procedure: A solution of (4R-cis)-1,1-dimethylethyl 6-cyanomethyl-2,2-dimethyl-1,3-dioxane-4-acetate, 5.63 g (0.048 mol), in 100 mL of methanol saturated with gaseous ammonia is treated with 0.5 g of Raney nickel #30 and hydrogen gas in a shaker at 50 psi and 40° C. After 16 hours, thin layer chromatography indicates no starting nitrile present. The suspension is cooled, filtered through filter aid, and concentrated to an oil. This crude oil is purified by flash chromatography on silica gel with 30:20:1 (e... Reactants: [OH-].[K+] (potassium hydroxide), FC=1C=C2SC(C3=C4C=CC(=CC4=CC=C3C2=CC1)OS(=O)(=O)C)C1=CC=C(C=C1)OCCN1CCCCC1 (methanesulfonic acid 8-fluoro-5-[4-(2-piperidin-1-yl-ethoxy)-phenyl]-5H-6-thia-chrysen-2-yl ester), [Cl-].[NH4+] (ammonium chloride). Solvent: CO (methanol). The product is Cl.FC=1C=C2SC(C3=C4C=CC(=CC4=CC=C3C2=CC1)O)C1=CC=C(C=C1)OCCN1CCCCC1 (8-Fluoro-5-[4-(2-piperidin-1-yl-ethoxy)-phenyl]-5H-6-thia-chrysen-2-ol hydrochloride). The yield is 82.0%. RXN SMILES: [F:1][C:2]1[CH:3]=[C:4]2[C:17](=[CH:18][CH:19]=1)[C:16]1[C:7](=[C:8]3[C:13](=[CH:14][CH:15]=1)[CH:12]=[C:11]([O:20]S(C)(=O)=O)[CH:10]=[CH:9]3)[CH:6]([C:25]1[CH:30]=[CH:29][C:28]([O:31][CH2:32][CH2:33][N:34]3[CH2:39][CH2:38][CH2:37][CH2:36][CH2:35]3)=[CH:27][CH:26]=1)[S:5]2.[OH-].[K+].[Cl-:42].[NH4+]>CO>[ClH:42].[F:1][C:2]1[CH:3]=[C:4]2[C:17](=[CH:18][CH:19]=1)[C:16]1[C:7](=[C:8]3[C:13](=[CH:14][CH:15]=1)[CH:12]=[C:11]([OH:20])[CH:10]=[CH:9]3)[CH:6]([C:25]1[CH:26]=[CH:27][C:28]([O:31][CH2:32][CH2:33][N:34]3[CH2:35][CH2:36][CH2:37][CH2:38][CH2:39]3)=[CH:29][CH:30]=1)[S:5]2 |f:1.2,3.4,6.7|. Procedure details: Dissolve methanesulfonic acid 8-fluoro-5-[4-(2-piperidin-1-yl-ethoxy)-phenyl]-5H-6-thia-chrysen-2-yl ester (7.5 g, 13.3 mmol) in methanol (130 mL), add potassium hydroxide (7.5 g, 133 mmol) and stir at room temperature over night. Pour the reaction into saturated aqueous ammonium chloride and extract with methylene chloride. Dry organic layer with sodium sulfate, filter and concentrate in mow. Dissolve the resultant residue in methylene chloride (50 mL) and add 2M HCl in ether (10 mL). Remove th...